From a dataset of the Open Reaction Database (ORD), a public repository of structured organic reaction records. describe an organic reaction: reactants, conditions, products, and yield The product is BrC1=CC=C(C=C1)C[C@@H](C(=O)OC)OCCC (methyl (S)-3-(4-bromophenyl)-2-(propyloxy)propanoate). As a reaction SMILES: [CH2:1](I)[CH2:2][CH3:3].[Br:5][C:6]1[CH:11]=[CH:10][C:9]([CH2:12][C@H:13]([OH:18])[C:14]([O:16][CH3:17])=[O:15])=[CH:8][CH:7]=1>C(OCC)C.[Ag]=O>[Br:5][C:6]1[CH:7]=[CH:8][C:9]([CH2:12][C@H:13]([O:18][CH2:1][CH2:2][CH3:3])[C:14]([O:16][CH3:17])=[O:15])=[CH:10][CH:11]=1. Reagents/catalysts: [Ag]=O (silver oxide). Starting materials: C(CC)I (propyl iodide), BrC1=CC=C(C=C1)C[C@@H](C(=O)OC)O (methyl (S)-3-(4-bromophenyl)-2-hydroxypropionate). Conditions: temperature 50 celsius, time 12 hour. Solvent: C(C)OCC (diethyl ether). Procedure details: 0.22 ml (2.31 mmol) of propyl iodide is added to a mixture of 793 mg (3.48 mmol) of silver oxide and 300 mg (1.16 mmol) of methyl (S)-3-(4-bromophenyl)-2-hydroxypropionate in 3 ml of diethyl ether. The reaction mixture is stirred at 50° C. for 12 hours. The mixture is filtered and then the solvents are evaporated. The residue is chromatographed on silica gel (heptane/ethyl acetate 80/20). 291 mg of methyl (S)-3-(4-bromophenyl)-2-(propyloxy)propanoate are obtained in the form of an oil. Yield=83%... The yield is 83.3%. Reactants: CCO, N#CCc1ccc(F)cc1, NO. Product: N=C(Cc1ccc(F)cc1)NO. RXN SMILES: [CH3:13][CH2:14][OH:15].[F:1][c:2]1[cH:3][cH:4][c:5]([CH2:8][C:9]#[N:10])[cH:6][cH:7]1.[NH2:11][OH:12]>>[F:1][c:2]1[cH:3][cH:4][c:5]([CH2:8][C:9](=[NH:10])[NH:11][OH:12])[cH:6][cH:7]1. Starting materials: CCOC(=O)c1c(OCC)nsc1NC(=O)Oc1ccccc1, CN, CN(C)C=O. Yields the product CCOC(=O)c1c(OCC)nsc1NC(=O)NC. Reaction SMILES: [CH2:1]([CH3:2])[O:3][c:4]1[n:5][s:6][c:7]([NH:14][C:15]([O:16][c:17]2[cH:18][cH:19][cH:20][cH:21][cH:22]2)=[O:23])[c:8]1[C:9](=[O:10])[O:11][CH2:12][CH3:13].[CH3:24][NH2:25].[CH3:26][N:27]([CH3:28])[CH:29]=[O:30]>>[CH2:1]([CH3:2])[O:3][c:4]1[n:5][s:6][c:7]([NH:14][C:15](=[O:23])[NH:25][CH3:24])[c:8]1[C:9](=[O:10])[O:11][CH2:12][CH3:13]. Starting materials: CC(C)([O-])C.[Na+] (sodium tert-butoxide), IC1=CC=C(C=C1)C(F)(F)F (1-iodo-4-(trifluoromethyl)benzene), C(C)(C)(C)OC(NCC1CCNCC1)=O (tert-butyl(piperidin-4-ylmethyl)carbamate), 1,1′-binaphthalene-2,2′-diylbis(diphenylphosphine), tris-dibenzylideneacetone palladium(0). Solvent: C1(=CC=CC=C1)C (toluene). Conditions: temperature 90 celsius. The product is C(C)(C)(C)OC(NCC1CCN(CC1)C1=CC=C(C=C1)C(F)(F)F)=O (tert-Butyl({1-[4-(trifluoromethyl)phenyl]piperidin-4-yl}methyl)carbamate). The yield is 81.0%. As a reaction SMILES: CC(C)([O-])C.[Na+].I[C:8]1[CH:13]=[CH:12][C:11]([C:14]([F:17])([F:16])[F:15])=[CH:10][CH:9]=1.[C:18]([O:22][C:23](=[O:32])[NH:24][CH2:25][CH:26]1[CH2:31][CH2:30][NH:29][CH2:28][CH2:27]1)([CH3:21])([CH3:20])[CH3:19]>C1(C)C=CC=CC=1>[C:18]([O:22][C:23](=[O:32])[NH:24][CH2:25][CH:26]1[CH2:27][CH2:28][N:29]([C:8]2[CH:13]=[CH:12][C:11]([C:14]([F:17])([F:16])[F:15])=[CH:10][CH:9]=2)[CH2:30][CH2:31]1)([CH3:21])([CH3:19])[CH3:20] |f:0.1|. Procedure details: To a mixture of sodium tert-butoxide, 1-iodo-4-(trifluoromethyl)benzene (686 μl) and tert-butyl(piperidin-4-ylmethyl)carbamate (1.00 g) in toluene (10 ml) was added 1,1′-binaphthalene-2,2′-diylbis(diphenylphosphine) (286 mg) and tris-dibenzylideneacetone palladium(0) (211 mg). The mixture was heated to 90° C. for 15 h. The mixture was cooled to room temperature, concentrated in vacuo, and diluted with dichloromethane. This solution was filtered through a short plug of silica gel and concentrated... Procedure details: A mixture of 2-(4-fluorophenethyl)-5-[1-(thiazol-2-yl)-2-(1-methylimidazol-5-yl)ethoxymethyl]benzoic acid (0.47 g, 1.06 mmol) (from Example 63), DMAP (0.62 g, 5.05 mmol), L-methionine tert-butyl ester HCl (0.62 g, 3.02 mmol), EDC (0.39 g, 2.02 mmol) and HOBT (0.137 g, 1.01 mmol) in DMF (25 ml) was stirred at ambient temperature under a nitrogen atmosphere for 16 hours. The reaction was evaporated to dryness and washed with aqueous citric acid (1M, 10 ml) and extracted with dichloromethane (20 ml... Product: FC1=CC=C(CCC2=C(C(=O)N[C@H](C(=O)OC(C)(C)C)CCSC)C=C(C=C2)C(C=2SC=CN2)OCCC2=CN=CN2C)C=C1 (tert-butyl (2S)-2- (2-(4-fluorophenethyl)-5-[1-(thiazol-2-yl)-2-(1 -methylimidazol-5-yl)ethoxymethyl]benzoylamino}-4-methylsulfanylbutyrate). Run at time 16 hour. Reagents/catalysts: CN(C)C=1C=CN=CC1 (DMAP). The solvent is C(C)(=O)OCC (ethyl acetate), CN(C)C=O (DMF). RXN SMILES: [F:1][C:2]1[CH:33]=[CH:32][C:5]([CH2:6][CH2:7][C:8]2[CH:16]=[CH:15][C:14]([CH:17]([O:23][CH2:24][CH2:25][C:26]3[N:30]([CH3:31])[CH:29]=[N:28][CH:27]=3)[C:18]3[S:19][CH:20]=[CH:21][N:22]=3)=[CH:13][C:9]=2[C:10](O)=[O:11])=[CH:4][CH:3]=1.Cl.[C:35]([O:39][C:40](=[O:47])[C@H:41]([CH2:43][CH2:44][S:45][CH3:46])[NH2:42])([CH3:38])([CH3:37])[CH3:36].C(Cl)CCl.C1C=CC2N(O)N=NC=2C=1.Cl>CN(C1C=CN=CC=1)C.CN(C=O)C.C(OCC)(=O)C>[F:1][C:2]1[CH:3]=[CH:4][C:5]([CH2:6][CH2:7][C:8]2[CH:16]=[CH:15][C:14]([CH:17]([O:23][CH2:24][CH2:25][C:26]3[N:30]([CH3:31])[CH:29]=[N:28][CH:27]=3)[C:18]3[S:19][CH:20]=[CH:21][N:22]=3)=[CH:13][C:9]=2[C:10]([NH:42][C@@H:41]([CH2:43][CH2:44][S:45][CH3:46])[C:40]([O:39][C:35]([CH3:38])([CH3:37])[CH3:36])=[O:47])=[O:11])=[CH:32][CH:33]=1 |f:1.2|. Reactants: FC1=CC=C(CCC2=C(C(=O)O)C=C(C=C2)C(C=2SC=CN2)OCCC2=CN=CN2C)C=C1 (2-(4-fluorophenethyl)-5-[1-(thiazol-2-yl)-2-(1-methylimidazol-5-yl)ethoxymethyl]benzoic acid), Cl.C(C)(C)(C)OC([C@@H](N)CCSC)=O (L-methionine tert-butyl ester HCl), C(CCl)Cl (EDC), C=1C=CC2=C(C1)N=NN2O (HOBT), Cl (HCl). Starting materials: CCOCC, Cl, COc1ccc(N)cn1, C1CCOC1, O=C(Cl)c1ccccn1. Product: Cl, Cl, COc1ccc(NC(=O)c2ccccn2)cn1. RXN SMILES: [CH3:20][CH2:21][O:22][CH2:23][CH3:24].[ClH:10].[NH2:1][c:2]1[cH:3][cH:4][c:5]([O:8][CH3:9])[n:6][cH:7]1.[O:25]1[CH2:26][CH2:27][CH2:28][CH2:29]1.[n:11]1[c:12]([C:17](=[O:18])[Cl:19])[cH:13][cH:14][cH:15][cH:16]1>>[ClH:10].[ClH:19].[NH:1]([c:2]1[cH:3][cH:4][c:5]([O:8][CH3:9])[n:6][cH:7]1)[C:17]([c:12]1[n:11][cH:16][cH:15][cH:14][cH:13]1)=[O:18].